From a dataset of the Open Reaction Database (ORD), a public repository of structured organic reaction records. describe an organic reaction: reactants, conditions, products, and yield Starting materials: [Li+].[OH-] (LiOH), C(C)(=O)N1CC(CC(C1)CC1CCCCC1)C(=O)OCC (ethyl 1-acetyl-5-(cyclohexylmethyl)piperidine-3-carboxylate), C(Cl)Cl (CH2Cl2), O (H2O). Run in CO (MeOH), C1CCOC1 (THF). Yields the product C(C)(=O)N1CC(CC(C1)CC1CCCCC1)C(=O)O (1-acetyl-5-(cyclohexylmethyl)piperidine-3-carboxylic acid). As a reaction SMILES: [Li+].[OH-].[C:3]([N:6]1[CH2:11][CH:10]([CH2:12][CH:13]2[CH2:18][CH2:17][CH2:16][CH2:15][CH2:14]2)[CH2:9][CH:8]([C:19]([O:21]CC)=[O:20])[CH2:7]1)(=[O:5])[CH3:4].C(Cl)Cl.O>CO.C1COCC1>[C:3]([N:6]1[CH2:11][CH:10]([CH2:12][CH:13]2[CH2:14][CH2:15][CH2:16][CH2:17][CH2:18]2)[CH2:9][CH:8]([C:19]([OH:21])=[O:20])[CH2:7]1)(=[O:5])[CH3:4] |f:0.1|. Reported procedure: LiOH (2 N, 500 μL) was added to a solution of ethyl 1-acetyl-5-(cyclohexylmethyl)piperidine-3-carboxylate (180 mL, 0.61 mmol) in MeOH (1 mL) and THF (5 mL). After being maintained for two hours, the reaction was poured into a mixture of CH2Cl2 (25 mL) and H2O (10 mL). The layers were separated and the aqueous layer was extracted with CH2Cl2 (10 mL). The aqueous layer was acidified to pH 1 with 1N HCl and extracted with CH2Cl2 (3×20 mL). The combined organic layers were sequentially washed with H... Starting materials: COc1ccc(Nc2ncc3c(n2)-c2cc(C(=O)N4CCC(NC(=O)OC(C)(C)C)CC4)ccc2NC(=O)C3)cc1OC, CC(C)(C)OC(=O)NC1CCNCC1. The product is COc1ccc(Nc2ncc3c(n2)-c2cc(C(=O)N4CCC(N)CC4)ccc2NC(=O)C3)cc1OC. Reaction SMILES: [C:15]([O:16][C:17](=[O:18])[NH:21][CH:22]1[CH2:23][CH2:24][N:25]([C:28](=[O:29])[c:30]2[cH:31][c:32]3[c:33]([cH:55][cH:56]2)[NH:34][C:35](=[O:54])[CH2:36][c:37]2[c:38]-3[n:39][c:40]([NH:43][c:44]3[cH:45][c:46]([O:52][CH3:53])[c:47]([O:50][CH3:51])[cH:48][cH:49]3)[n:41][cH:42]2)[CH2:26][CH2:27]1)([CH3:19])([CH3:20])[CH3:57].[C:1]([O:2][C:3](=[O:4])[NH:5][CH:6]1[CH2:7][CH2:8][NH:9][CH2:10][CH2:11]1)([CH3:12])([CH3:13])[CH3:14]>>[NH2:21][CH:22]1[CH2:23][CH2:24][N:25]([C:28](=[O:29])[c:30]2[cH:31][c:32]3[c:33]([cH:55][cH:56]2)[NH:34][C:35](=[O:54])[CH2:36][c:37]2[c:38]-3[n:39][c:40]([NH:43][c:44]3[cH:45][c:46]([O:52][CH3:53])[c:47]([O:50][CH3:51])[cH:48][cH:49]3)[n:41][cH:42]2)[CH2:26][CH2:27]1. Run in C(C)O (ethanol). Reaction SMILES: C([NH:8][C:9]1[CH:10]=[C:11]([N:15]2[C:19]([SH:20])=[N:18][N:17]=[N:16]2)[CH:12]=[CH:13][CH:14]=1)(=O)CCCCC.[ClH:21]>C(O)C>[ClH:21].[NH2:8][C:9]1[CH:10]=[C:11]([N:15]2[C:19]([SH:20])=[N:18][N:17]=[N:16]2)[CH:12]=[CH:13][CH:14]=1 |f:3.4|. Reactants: C(CCCCC)(=O)NC=1C=C(C=CC1)N1N=NN=C1S (1-(3-hexaneamidophenyl)-5-mercaptotetrazole), Cl (hydrochloric acid). Reported procedure: In 450 ml of ethanol was dispersed 150 g (0.51 mol) of 1-(3-hexaneamidophenyl)-5-mercaptotetrazole, to which 300 ml of concentrated hydrochloric acid was added while stirring at room temperature. They were reacted at room temperature for 3 hours and then cooled with ice to precipitate crystals. These crystals were collected and washed with acetone to obtain 110 g of 1-(3-aminophenyl)-5-mercaptotetrazole hydrochloride. This amine hydrochloride was dispersed in 750 ml of acetonitrile, and after ad... Yields the product Cl.NC=1C=C(C=CC1)N1N=NN=C1S (1-(3-aminophenyl)-5-mercaptotetrazole hydrochloride). Starting materials: OO (hydrogen peroxide), C(C)(=O)O (Acetic acid), [OH-].[Na+] (sodium hydroxide), OO (hydrogen peroxide), OC1C(CCC1)N1N=C(C(=C1N)C#N)C (1-(2-hydroxycyclopentyl)-3-methyl-5-amino-1H-pyrazole-4-carbonitrile). Run in O (water). Reaction conditions: time 5 minute. Product: OC1C(CCC1)N1N=C(C(=C1N)C(=O)N)C (1-(2-hydroxycyclopentyl)-3-methyl-5-amino-1H-pyrazole-4-carboxamide). Isolated yield 90.0%. As a reaction SMILES: [OH-].[Na+].OO.[OH:5][CH:6]1[CH2:10][CH2:9][CH2:8][CH:7]1[N:11]1[C:15]([NH2:16])=[C:14]([C:17]#[N:18])[C:13]([CH3:19])=[N:12]1.C(O)(=[O:22])C>O>[OH:5][CH:6]1[CH2:10][CH2:9][CH2:8][CH:7]1[N:11]1[C:15]([NH2:16])=[C:14]([C:17]([NH2:18])=[O:22])[C:13]([CH3:19])=[N:12]1 |f:0.1|. Procedure details: To a solution of sodium hydroxide (1.2 g, 30 mmol) in water (50 ml) in an ice-bath was added 30% hydrogen peroxide (3.3 ml, 29 mmol). The reaction mixture was stirred for 5 minutes then 1-(2-hydroxycyclopentyl)-3-methyl-5-amino-1H-pyrazole-4-carbonitrile (2.5 g, 12 mmol) was added. The reaction mixture was stirred in an ice-bath for 5 hours, additional 30% hydrogen peroxide (1.5 ml) was added and stirring was continued for 2 hours. Acetic acid (2 ml) was added to the reaction mixture, all but ap... Starting materials: BrC=1C=C(OC1)C(C)=O (1-(4-bromo-furan-2-yl)-ethanone), C[Si]([N-][Si](C)(C)C)(C)C.[Li+] (lithium hexamethyldisilazide), solution, enolate, C(C1=CC=CC=C1)OC(C(CC)(F)F)=O (2,2-difluoro-butyric acid benzyl ester). The solvent is C1CCOC1 (THF), C1CCOC1 (THF), C1CCOC1 (THF), C1CCOC1 (THF), C1CCOC1 (THF), C1CCOC1 (THF). Reaction conditions: temperature -78 celsius, time 16 hour. The product is BrC=1C=C(OC1)C(CC(C(CC)(F)F)=O)=O (1-(4-bromo-furan-2-yl)-4,4-difluoro-hexane-1,3-dione). Yield: 45.5%. Reaction SMILES: C[Si](C)(C)[N-][Si](C)(C)C.[Li+].[Br:11][C:12]1[CH:13]=[C:14]([C:17](=[O:19])[CH3:18])[O:15][CH:16]=1.C([O:27][C:28](=O)[C:29]([F:33])([F:32])[CH2:30][CH3:31])C1C=CC=CC=1>C1COCC1>[Br:11][C:12]1[CH:13]=[C:14]([C:17](=[O:19])[CH2:18][C:28](=[O:27])[C:29]([F:33])([F:32])[CH2:30][CH3:31])[O:15][CH:16]=1 |f:0.1|. Procedure: A solution of lithium hexamethyldisilazide (2.4 mL of a 1.0M solution in THF, 2.4 mmol) was diluted with THF (2 mL) and cooled in a −78° C. bath. To this cold solution was added 1-(4-bromo-furan-2-yl)-ethanone (317 mg, 1.68 mmol) dropwise as a solution in THF (4 mL), followed by a THF (1 mL) rinse of the vial and syringe to insure complete transfer. After ˜2 minutes the resulting red enolate solution was treated with a solution of 2,2-difluoro-butyric acid benzyl ester (357 mg, 1.67 mmol) in THF... The reactants are Nc1cccc(Br)c1, CN1CCCC1=O, CCN(C(C)C)C(C)C, N#Cc1ccc(Cl)c([N+](=O)[O-])c1, O. Yields the product N#Cc1ccc(Nc2cccc(Br)c2)c([N+](=O)[O-])c1. Reaction SMILES: [Br:22][c:23]1[cH:24][c:25]([NH2:26])[cH:27][cH:28][cH:29]1.[CH3:30][N:31]1[CH2:32][CH2:33][CH2:34][C:35]1=[O:36].[CH:13]([N:14]([CH:15]([CH3:16])[CH3:17])[CH2:18][CH3:19])([CH3:20])[CH3:21].[Cl:1][c:2]1[c:3]([N+:10](=[O:11])[O-:12])[cH:4][c:5]([C:6]#[N:7])[cH:8][cH:9]1.[OH2:37]>>[c:2]1([NH:26][c:25]2[cH:24][c:23]([Br:22])[cH:29][cH:28][cH:27]2)[c:3]([N+:10](=[O:11])[O-:12])[cH:4][c:5]([C:6]#[N:7])[cH:8][cH:9]1.